This data is from the Open Reaction Database (ORD), a public repository of structured organic reaction records. The task is: describe an organic reaction: reactants, conditions, products, and yield Reactants: BrC=1C=NC=CC1 (3-Bromopyridine), O=C1CC[C@@H]2CN(C[C@@H]21)C(=O)OC(C)(C)C (tert-butyl (cis)-4-oxohexahydrocyclopenta[c]pyrrole-2(1H)-carboxylate). The product is OC1(CC[C@@H]2CN(C[C@@H]21)C(=O)OC(C)(C)C)C=2C=NC=CC2 (tert-butyl (cis)-4-hydroxy-4-(3-pyridinyl)-hexahydrocyclopenta[c]pyrrole-2(1H)-carboxylate). Yield: 26.6%. RXN SMILES: Br[C:2]1[CH:3]=[N:4][CH:5]=[CH:6][CH:7]=1.[O:8]=[C:9]1[C@@H:16]2[C@@H:12]([CH2:13][N:14]([C:17]([O:19][C:20]([CH3:23])([CH3:22])[CH3:21])=[O:18])[CH2:15]2)[CH2:11][CH2:10]1>>[OH:8][C:9]1([C:2]2[CH:3]=[N:4][CH:5]=[CH:6][CH:7]=2)[C@@H:16]2[C@@H:12]([CH2:13][N:14]([C:17]([O:19][C:20]([CH3:23])([CH3:22])[CH3:21])=[O:18])[CH2:15]2)[CH2:11][CH2:10]1. Reported procedure: 3-Bromopyridine (4.36 g, 27.6 mmol) and the product from Example 44A (2.07 g, 9.19 mmol) were processed as described in Example 1E to afford the title compound (0.743 g, 27%). MS (DCI/NH3) m/z 305 (M+H)+ Starting materials: O=C1CCC(=O)N1Br, O=C(OOC(=O)c1ccccc1)c1ccccc1, CCOC(=O)C(C)Oc1ccccc1C, ClC(Cl)(Cl)Cl. Yields the product CCOC(=O)C(C)Oc1ccccc1CBr. RXN SMILES: [Br:16][N:17]1[C:18](=[O:19])[CH2:20][CH2:21][C:22]1=[O:23].[C:24]([O:25][O:26][C:27](=[O:28])[c:29]1[cH:30][cH:31][cH:32][cH:33][cH:34]1)(=[O:35])[c:36]1[cH:37][cH:38][cH:39][cH:40][cH:41]1.[CH3:1][c:2]1[c:3]([O:4][CH:5]([C:6](=[O:7])[O:8][CH2:9][CH3:10])[CH3:11])[cH:12][cH:13][cH:14][cH:15]1.[Cl:42][C:43]([Cl:44])([Cl:45])[Cl:46]>>[CH2:1]([c:2]1[c:3]([O:4][CH:5]([C:6](=[O:7])[O:8][CH2:9][CH3:10])[CH3:11])[cH:12][cH:13][cH:14][cH:15]1)[Br:16].